This data is from the Open Reaction Database (ORD), a public repository of structured organic reaction records. The task is: describe an organic reaction: reactants, conditions, products, and yield Reactants: IC1=C2C=CC(=NC2=CC=C1)Cl (5-iodo-2-chloroquinoline), N[C@@H]1CCC2=CC=CC=C12 ((R)-1-aminoindane), ClC1=C(C=CC=C1)B(O)O (2-chlorophenyl-boronic acid). Product: ClC1=C(C=CC=C1)C1=C2C=CC(=NC2=CC=C1)N[C@@H]1CCC2=CC=CC=C12 ([5-(2-Chloro-phenyl)-quinolin-2-yl]-(R)-indan-1-yl-amine). Reaction SMILES: I[C:2]1[CH:11]=[CH:10][CH:9]=[C:8]2[C:3]=1[CH:4]=[CH:5][C:6](Cl)=[N:7]2.[NH2:13][C@H:14]1[C:22]2[C:17](=[CH:18][CH:19]=[CH:20][CH:21]=2)[CH2:16][CH2:15]1.[Cl:23][C:24]1[CH:29]=[CH:28][CH:27]=[CH:26][C:25]=1B(O)O>>[Cl:23][C:24]1[CH:29]=[CH:28][CH:27]=[CH:26][C:25]=1[C:2]1[CH:11]=[CH:10][CH:9]=[C:8]2[C:3]=1[CH:4]=[CH:5][C:6]([NH:13][C@H:14]1[C:22]3[C:17](=[CH:18][CH:19]=[CH:20][CH:21]=3)[CH2:16][CH2:15]1)=[N:7]2. Procedure: The title compound, MS: m/e=371.0 (M+H+), was prepared in accordance with the general method of example 63 from 5-iodo-2-chloroquinoline, (R)-1-aminoindane and 2-chlorophenyl-boronic acid. The reactants are O (Water), ClC1=NC=C(C(=C1)Cl)[N+](=O)[O-] (2,4-dichloro-5-nitropyridine), C(C1=CC=CC=C1)N (benzylamine), CCN(C(C)C)C(C)C (DIPEA). The solvent is CN1CCCC1=O (NMP). Reaction conditions: time 1 hour. The product is C(C1=CC=CC=C1)NC1=CC(=NC=C1[N+](=O)[O-])Cl (Benzyl-(2-chloro-5-nitro-pyridin-4-yl)-amine). As a reaction SMILES: [Cl:1][C:2]1[CH:7]=[C:6](Cl)[C:5]([N+:9]([O-:11])=[O:10])=[CH:4][N:3]=1.[CH2:12]([NH2:19])[C:13]1[CH:18]=[CH:17][CH:16]=[CH:15][CH:14]=1.CCN(C(C)C)C(C)C.O>CN1C(=O)CCC1>[CH2:12]([NH:19][C:6]1[C:5]([N+:9]([O-:11])=[O:10])=[CH:4][N:3]=[C:2]([Cl:1])[CH:7]=1)[C:13]1[CH:18]=[CH:17][CH:16]=[CH:15][CH:14]=1. Reported procedure: To a stirred solution of 2,4-dichloro-5-nitropyridine E-2.1″ (10.000 g; 51.817 mmol) and benzylamine (5.552 g; 51.817 mmol) in NMP is added DIPEA (20.053 g; 155.451 mmol) at 0° C. The mixture is stirred at RT for 1 h. Water is added, precipitation of the product occurs. Product is filtered off and dried under vacuum.